From a dataset of the Open Reaction Database (ORD), a public repository of structured organic reaction records. describe an organic reaction: reactants, conditions, products, and yield Reaction SMILES: [CH2:41]([OH:42])[CH2:43][CH2:44][CH3:45].[CH:32]([N:33]([CH2:34][CH3:35])[CH:36]([CH3:37])[CH3:38])([CH3:39])[CH3:40].[Cl:1][c:2]1[c:3]2[cH:4][c:5](-[c:15]3[cH:16][c:17]([F:21])[cH:18][cH:19][cH:20]3)[c:6]([CH:12]([CH3:13])[NH2:14])[n:7][c:8]2[cH:9][cH:10][cH:11]1.[Cl:22][c:23]1[c:24]2[nH:25][cH:26][n:27][c:28]2[n:29][cH:30][n:31]1>>[Cl:1][c:2]1[c:3]2[cH:4][c:5](-[c:15]3[cH:16][c:17]([F:21])[cH:18][cH:19][cH:20]3)[c:6]([CH:12]([CH3:13])[NH:14][c:23]3[c:24]4[n:25][cH:26][nH:27][c:28]4[n:29][cH:30][n:31]3)[n:7][c:8]2[cH:9][cH:10][cH:11]1. Product: CC(Nc1ncnc2[nH]cnc12)c1nc2cccc(Cl)c2cc1-c1cccc(F)c1. The reactants are CCCCO, CCN(C(C)C)C(C)C, CC(N)c1nc2cccc(Cl)c2cc1-c1cccc(F)c1, Clc1ncnc2nc[nH]c12. The reactants are ClC1=NC(=NC(=C1)Cl)C (4,6-dichloro-2-methylpyrimidine), [OH-].[K+] (Potassium hydroxide), COC1=CC=C(CO)C=C1 (4-Methoxybenzyl alcohol). The solvent is CN(C)C=O (DMF), CN(C)C=O (DMF), C(C)(=O)OCC (ethyl acetate). Reaction conditions: time 10 minute. The product is ClC1=NC(=NC(=C1)OCC1=CC=C(C=C1)OC)C (4-chloro-6-[(4-methoxybenzyl)oxy]-2-methylpyrimidine). RXN SMILES: [CH3:1][O:2][C:3]1[CH:10]=[CH:9][C:6]([CH2:7][OH:8])=[CH:5][CH:4]=1.[OH-].[K+].[Cl:13][C:14]1[CH:19]=[C:18](Cl)[N:17]=[C:16]([CH3:21])[N:15]=1>CN(C=O)C.C(OCC)(=O)C>[Cl:13][C:14]1[CH:19]=[C:18]([O:8][CH2:7][C:6]2[CH:9]=[CH:10][C:3]([O:2][CH3:1])=[CH:4][CH:5]=2)[N:17]=[C:16]([CH3:21])[N:15]=1 |f:1.2|. Procedure: 4-Methoxybenzyl alcohol (1.66 g, 12 mmol) was dissolved in DMF (20 mL). Potassium hydroxide (2.31 g, 36 mmol, 87%) was added and stirred at room temperature for 10 min followed by cooling to 0° C. 4,6-dichloro-2-methylpyrimidine (2.15 g, 13.2 mmol) was dissolved in DMF (4 mL) and added to the solution drop-wise. The internal temperature was controlled under 2° C. The reaction solution was kept at 0° C. for 2 h, then allowed to warm slowly to 16° C. over 1 hr. The reaction was diluted with ethyl ...